From a dataset of the Open Reaction Database (ORD), a public repository of structured organic reaction records. describe an organic reaction: reactants, conditions, products, and yield Reactants: [Br-], C1CCOC1, O=Cc1cc(F)cc(F)c1, [Mg+]c1ccc(OC2CCCCO2)cc1. Yields the product OC(c1ccc(OC2CCCCO2)cc1)c1cc(F)cc(F)c1. RXN SMILES: [Br-:1].[CH2:26]1[O:27][CH2:28][CH2:29][CH2:30]1.[F:16][c:17]1[cH:18][c:19]([CH:20]=[O:21])[cH:22][c:23]([F:25])[cH:24]1.[O:2]1[CH:3]([O:8][c:9]2[cH:10][cH:11][c:12]([Mg+:15])[cH:13][cH:14]2)[CH2:4][CH2:5][CH2:6][CH2:7]1>>[O:2]1[CH:3]([O:8][c:9]2[cH:10][cH:11][c:12]([CH:20]([c:19]3[cH:18][c:17]([F:16])[cH:24][c:23]([F:25])[cH:22]3)[OH:21])[cH:13][cH:14]2)[CH2:4][CH2:5][CH2:6][CH2:7]1. The reactants are C(c1cccc(c1)n1cccc1)=O, CC1=CN=C(C=C1)N, [C-]#[N+]C1CCCCC1. Reagents/catalysts: O=C(O)C(F)(F)F (trifluoroacetic acid). Run in CC(C)O (isopropyl alcohol), CC(C)O (isopropylalcohol). Reaction conditions: temperature 22 celsius, time 20 hour. Product: Cc1ccc2nc(c3cccc(c3)n3cccc3)c(NC3CCCCC3)n2c1. Yield: 28.1%. RXN SMILES: CC1=CC=C(N)N=C1.[C-]#[N+]C1CCCCC1.O=CC1=CC=CC(=C1)N1C=CC=C1>>CC1=CN2C(C=C1)=NC(=C2NC1CCCCC1)C1=CC=CC(=C1)N1C=CC=C1. Reactants: CC=1C=NN(C1)C1=CC2=NC=CC(=C2S1)OC1=CC=C(C=C1)NC(=S)NC(CC1=CC=CC=C1)=O (N-(4-(2-(4-Methyl-1H-pyrazol-1-yl)thieno[3,2-b]pyridin-7-yloxy)phenylcarbamothioyl)-2-phenylacetamide), CC=1C=NNC1 (4-methyl-1H-pyrazole), CC1=NNC(=C1)C (3,5-dimethyl-1H-pyrazole). Product: CC1=NN(C(=C1)C)C1=CC2=NC=CC(=C2S1)OC1=CC=C(C=C1)NC(=S)NC(CC1=CC=CC=C1)=O (N-(4-(2-(3,5-Dimethyl-1H-pyrazol-1-yl)thieno[3,2-b]pyridin-7-yloxy)phenylcarbamothioyl)-2-phenylacetamide). RXN SMILES: CC1C=NN([C:7]2[S:15][C:14]3[C:9](=[N:10][CH:11]=[CH:12][C:13]=3[O:16][C:17]3[CH:22]=[CH:21][C:20]([NH:23][C:24]([NH:26][C:27](=[O:35])[CH2:28][C:29]4[CH:34]=[CH:33][CH:32]=[CH:31][CH:30]=4)=[S:25])=[CH:19][CH:18]=3)[CH:8]=2)C=1.CC1C=NNC=1.[CH3:42][C:43]1[CH:47]=[C:46]([CH3:48])[NH:45][N:44]=1>>[CH3:42][C:43]1[CH:47]=[C:46]([CH3:48])[N:45]([C:7]2[S:15][C:14]3[C:9](=[N:10][CH:11]=[CH:12][C:13]=3[O:16][C:17]3[CH:18]=[CH:19][C:20]([NH:23][C:24]([NH:26][C:27](=[O:35])[CH2:28][C:29]4[CH:30]=[CH:31][CH:32]=[CH:33][CH:34]=4)=[S:25])=[CH:21][CH:22]=3)[CH:8]=2)[N:44]=1. Procedure: Following the procedures described above for the synthesis of compound 258a (example 215, scheme 58) but replacing 4-methyl-1H-pyrazole in the step 1 with 3,5-dimethyl-1H-pyrazole, title compound 258c was obtained. Characterization of 258c is provided in the table 23. Reactants: C(C)(=O)OC=1C=C2C=CC(=CC2=CC1)C(=O)O (6-acetoxy-2-naphthoic acid), S(=O)(Cl)Cl (Thionyl chloride). The product is C(C)(=O)OC=1C=C2C=CC(=CC2=CC1)C(=O)Cl (6-acetoxy-2-naphthoic acid chloride). Run in C1CCOC1 (THF). As a reaction SMILES: [C:1]([O:4][C:5]1[CH:6]=[C:7]2[C:12](=[CH:13][CH:14]=1)[CH:11]=[C:10]([C:15]([OH:17])=O)[CH:9]=[CH:8]2)(=[O:3])[CH3:2].S(Cl)([Cl:20])=O>CN(C)C=O.C1COCC1>[C:1]([O:4][C:5]1[CH:6]=[C:7]2[C:12](=[CH:13][CH:14]=1)[CH:11]=[C:10]([C:15]([Cl:20])=[O:17])[CH:9]=[CH:8]2)(=[O:3])[CH3:2]. Procedure details: Into a 0.25 L, 3-necked roundbottom flask, fitted with a magnetic stirbar, addition funnel, and reflux condenser were added 6-acetoxy-2-naphthoic acid (30.0 g, 130 mmol), THF (135 mL) and dimethylformamide (approx. 20 drops). Thionyl chloride (18.6 g, 156 mmol) was added slowly dropwise to the reaction mixture over 15 minutes. The reaction mixture was heated to reflux for 2.5 hours under nitrogen and allowed to cool to room temperature overnight. Reagents/catalysts: CN(C=O)C (dimethylformamide). The reactants are ClC1=CC=C(C=C1)S(=O)(=O)NC1=NC(=NC=C1)C1=CC=C(C=C1)C(C)C (4-chloro-N-[2-(4-isopropyl-phenyl)-pyrimidin-4-yl]-benzenesulfonamide), C(C)(C)(C)OC(CBr)=O (bromoacetic acid tert-butyl ester). Product: C(C)(C)(C)OC(CN(C1=NC(=NC=C1)C1=CC=C(C=C1)C(C)C)S(=O)(=O)C1=CC=C(C=C1)Cl)=O ({(4-Chloro-benzenesulfonyl)-[2-(4-isopropyl-phenyl)-pyrimidin-4-yl]-amino}-acetic acid tert-butyl ester). Reaction SMILES: [Cl:1][C:2]1[CH:7]=[CH:6][C:5]([S:8]([NH:11][C:12]2[CH:17]=[CH:16][N:15]=[C:14]([C:18]3[CH:23]=[CH:22][C:21]([CH:24]([CH3:26])[CH3:25])=[CH:20][CH:19]=3)[N:13]=2)(=[O:10])=[O:9])=[CH:4][CH:3]=1.[C:27]([O:31][C:32](=[O:35])[CH2:33]Br)([CH3:30])([CH3:29])[CH3:28]>>[C:27]([O:31][C:32](=[O:35])[CH2:33][N:11]([S:8]([C:5]1[CH:4]=[CH:3][C:2]([Cl:1])=[CH:7][CH:6]=1)(=[O:10])=[O:9])[C:12]1[CH:17]=[CH:16][N:15]=[C:14]([C:18]2[CH:23]=[CH:22][C:21]([CH:24]([CH3:26])[CH3:25])=[CH:20][CH:19]=2)[N:13]=1)([CH3:30])([CH3:29])[CH3:28]. Reported procedure: {(4-Chloro-benzenesulfonyl)-[2-(4-isopropyl-phenyl)-pyrimidin-4-yl]-amino}-acetic acid tert-butyl ester was prepared (97 mg) from 4-chloro-N-[2-(4-isopropyl-phenyl)-pyrimidin-4-yl]-benzenesulfonamide (100 mg, 0.26 mmol) (Prepared in Example 158) and bromoacetic acid tert-butyl ester by following the general procedure S (method 1). LCMS m/z: 503 (M+1)+. Reaction SMILES: [CH2:1]([NH:2][C:6](=[O:7])[NH:8][S:9](=[O:10])(=[O:11])[c:12]1[c:13](-[c:18]2[cH:19][cH:20][n:21][o:22]2)[cH:14][cH:15][cH:16][cH:17]1)[CH2:3][CH2:4][CH3:5].[CH2:23]1[N:24]2[CH2:25][CH2:26][N:27]([CH2:28][CH2:29]2)[CH2:30]1.[Cl:31][C:32](=[O:33])[Cl:34].[c:35]1([CH3:36])[c:37]([CH3:38])[cH:39][cH:40][cH:41][cH:42]1>>[C:6](=[O:7])=[N:8][S:9](=[O:10])(=[O:11])[c:12]1[c:13](-[c:18]2[cH:19][cH:20][n:21][o:22]2)[cH:14][cH:15][cH:16][cH:17]1. Reactants: CCCCNC(=O)NS(=O)(=O)c1ccccc1-c1ccno1, C1CN2CCN1CC2, O=C(Cl)Cl, Cc1ccccc1C. Product: O=C=NS(=O)(=O)c1ccccc1-c1ccno1.